From a dataset of the Open Reaction Database (ORD), a public repository of structured organic reaction records. describe an organic reaction: reactants, conditions, products, and yield The reactants are CCCCP(CCCC)CCCC, O=C(N=NC(=O)N1CCCCC1)N1CCCCC1, C1CCOC1, COC(=O)c1cccc(-c2nc(COc3ccc(CO)cc3)c(C)o2)c1, O=Cc1cn(-c2ccccc2)nc1O. The product is COC(=O)c1cccc(-c2nc(COc3ccc(COc4nn(-c5ccccc5)cc4C=O)cc3)c(C)o2)c1. As a reaction SMILES: [CH2:41]([P:42]([CH2:43][CH2:44][CH2:45][CH3:46])[CH2:47][CH2:48][CH2:49][CH3:50])[CH2:51][CH2:52][CH3:53].[N:54]([C:55]([N:56]1[CH2:57][CH2:58][CH2:59][CH2:60][CH2:61]1)=[O:62])=[N:63][C:64]([N:65]1[CH2:66][CH2:67][CH2:68][CH2:69][CH2:70]1)=[O:71].[O:72]1[CH2:73][CH2:74][CH2:75][CH2:76]1.[OH:1][CH2:2][c:3]1[cH:4][cH:5][c:6]([O:7][CH2:8][c:9]2[n:10][c:11](-[c:15]3[cH:16][c:17]([C:18](=[O:19])[O:20][CH3:21])[cH:22][cH:23][cH:24]3)[o:12][c:13]2[CH3:14])[cH:25][cH:26]1.[OH:27][c:28]1[n:29][n:30](-[c:35]2[cH:36][cH:37][cH:38][cH:39][cH:40]2)[cH:31][c:32]1[CH:33]=[O:34]>>[O:1]([CH2:2][c:3]1[cH:4][cH:5][c:6]([O:7][CH2:8][c:9]2[n:10][c:11](-[c:15]3[cH:16][c:17]([C:18](=[O:19])[O:20][CH3:21])[cH:22][cH:23][cH:24]3)[o:12][c:13]2[CH3:14])[cH:25][cH:26]1)[c:28]1[n:29][n:30](-[c:35]2[cH:36][cH:37][cH:38][cH:39][cH:40]2)[cH:31][c:32]1[CH:33]=[O:34].